Task: describe an organic reaction: reactants, conditions, products, and yield. Dataset: the Open Reaction Database (ORD), a public repository of structured organic reaction records Starting materials: FC1=C(C=CC(=C1)F)C1=CC=CC(=N1)C(C(C#C[Si](C)(C)C)=O)C1=C(C=C(C#N)C=C1F)F (4-[1-[6-(2,4-difluorophenyl)pyridin-2-yl]-2-oxo-4-(trimethylsilyl)but-3-yn-1-yl]-3,5-difluorobenzonitrile), O.[F-].C(CCC)[N+](CCCC)(CCCC)CCCC (tetrabutylammonium fluoride hydrate). The solvent is CCOC(=O)C (EtOAc), C1CCOC1 (THF). Conditions: temperature 0 celsius, time 10 minute. Product: FC1=C(C=CC(=C1)F)C1=CC=CC(=N1)C(C(C#C)=O)C1=C(C=C(C#N)C=C1F)F (4-{1-[6-(2,4-difluorophenyl)pyridin-2-yl]-2-oxobut-3-yn-1-yl}-3,5-difluorobenzonitrile). Yield: 89.7%. As a reaction SMILES: [F:1][C:2]1[CH:7]=[C:6]([F:8])[CH:5]=[CH:4][C:3]=1[C:9]1[N:14]=[C:13]([CH:15]([C:24]2[C:31]([F:32])=[CH:30][C:27]([C:28]#[N:29])=[CH:26][C:25]=2[F:33])[C:16](=[O:23])[C:17]#[C:18][Si](C)(C)C)[CH:12]=[CH:11][CH:10]=1.O.[F-].C([N+](CCCC)(CCCC)CCCC)CCC>C1COCC1.CCOC(C)=O>[F:1][C:2]1[CH:7]=[C:6]([F:8])[CH:5]=[CH:4][C:3]=1[C:9]1[N:14]=[C:13]([CH:15]([C:24]2[C:31]([F:32])=[CH:30][C:27]([C:28]#[N:29])=[CH:26][C:25]=2[F:33])[C:16](=[O:23])[C:17]#[CH:18])[CH:12]=[CH:11][CH:10]=1 |f:1.2.3|. Procedure details: To a solution of 4-[1-[6-(2,4-difluorophenyl)pyridin-2-yl]-2-oxo-4-(trimethylsilyl)but-3-yn-1-yl]-3,5-difluorobenzonitrile (from Step F above, 7.00 g, 15.02 mmol) in THF (200 mL) was added tetrabutylammonium fluoride hydrate (22.5 mL, 1.0 M in THF) at 0° C. After stirring at 0° C. for 10 min, the reaction was diluted with EtOAc (3×), washed with aqueous NH4Cl, H2O, brine, dried over MgSO4 and concentrated. The crude residue was purified using silica gel chromatography (hexanes/methylene chloride... Starting materials: COCCN, CN1CCCC1=O, CCOCC, Cc1ccc(C(=O)NC2CC2)cc1NC(=O)c1ccc(OCc2cccc(Br)n2)cc1. The product is COCCNc1cccc(COc2ccc(C(=O)Nc3cc(C(=O)NC4CC4)ccc3C)cc2)n1. As a reaction SMILES: [CH3:32][O:33][CH2:34][CH2:35][NH2:36].[CH3:37][N:38]1[CH2:39][CH2:40][CH2:41][C:42]1=[O:43].[CH3:44][CH2:45][O:46][CH2:47][CH3:48].[CH:1]1([NH:4][C:5]([c:6]2[cH:7][c:8]([NH:13][C:14]([c:15]3[cH:16][cH:17][c:18]([O:21][CH2:22][c:23]4[n:24][c:25]([Br:29])[cH:26][cH:27][cH:28]4)[cH:19][cH:20]3)=[O:30])[c:9]([CH3:12])[cH:10][cH:11]2)=[O:31])[CH2:2][CH2:3]1>>[CH:1]1([NH:4][C:5]([c:6]2[cH:7][c:8]([NH:13][C:14]([c:15]3[cH:16][cH:17][c:18]([O:21][CH2:22][c:23]4[n:24][c:25]([NH:36][CH2:35][CH2:34][O:33][CH3:32])[cH:26][cH:27][cH:28]4)[cH:19][cH:20]3)=[O:30])[c:9]([CH3:12])[cH:10][cH:11]2)=[O:31])[CH2:2][CH2:3]1. Product: ClC1=CC=C(CNC(=S)C2=CN(C3=CC=C(C=C3C2=O)CN2CCOCC2)C)C=C1 (N-(4-Chlorobenzyl)-1-methyl-6-(4-morpholinylmethyl)-4-oxo-1,4-dihydro-3-quinolinecarbothioamide), C1(=CC=CC=C1)P(C1=CC=CC=C1)(C1=CC=CC=C1)=O (triphenylphosphine oxide). Conditions: time 18 hour. The solvent is CO (methanol), CO (methanol), CO (methanol). As a reaction SMILES: [Cl:1][C:2]1[CH:29]=[CH:28][C:5]([CH2:6][NH:7][C:8]([C:10]2[CH:11]=[N:12][C:13]3[C:18]([C:19]=2[OH:20])=[CH:17][C:16]([CH2:21][N:22]2[CH2:27][CH2:26][O:25][CH2:24][CH2:23]2)=[CH:15][CH:14]=3)=[S:9])=[CH:4][CH:3]=1.[C:30]1([P:36]([C:43]2[CH:48]=[CH:47][CH:46]=[CH:45][CH:44]=2)[C:37]2[CH:42]=[CH:41][CH:40]=[CH:39][CH:38]=2)[CH:35]=[CH:34][CH:33]=[CH:32][CH:31]=1.C1C[O:52]CC1.N(C(OCC)=O)=NC(OCC)=O>CO>[Cl:1][C:2]1[CH:29]=[CH:28][C:5]([CH2:6][NH:7][C:8]([C:10]2[C:19](=[O:20])[C:18]3[C:13](=[CH:14][CH:15]=[C:16]([CH2:21][N:22]4[CH2:23][CH2:24][O:25][CH2:26][CH2:27]4)[CH:17]=3)[N:12]([CH3:30])[CH:11]=2)=[S:9])=[CH:4][CH:3]=1.[C:43]1([P:36](=[O:52])([C:30]2[CH:31]=[CH:32][CH:33]=[CH:34][CH:35]=2)[C:37]2[CH:42]=[CH:41][CH:40]=[CH:39][CH:38]=2)[CH:44]=[CH:45][CH:46]=[CH:47][CH:48]=1. Procedure: A flame-dried flask is charged with N-(4-chlorobenzyl)-4-hydroxy-6-(4-morpholinylmethyl)-3-quinolinecarbothioamide (0.060 g) from Preparation No. 47, triphenylphosphine (0.045 g), and freshly distilled THF (1.5 mL). To this solution is added methanol (8.00 μL) and diethyl azodicarboxylate (28.00 μL). The reaction is stirred at room temperature for 18 h. Monitoring of the reaction still shows a significant amount of starting material left. Additional PPh3 (0.025 g), methanol (5.00 μL), and diethy... Starting materials: N(=NC(=O)OCC)C(=O)OCC (diethyl azodicarboxylate), C1CCOC1 (THF), N(=NC(=O)OCC)C(=O)OCC (diethyl azodicarboxylate), C1=CC=C(C=C1)P(C2=CC=CC=C2)C3=CC=CC=C3 (PPh3), N(=NC(=O)OCC)C(=O)OCC (diethyl azodicarboxylate), C1=CC=C(C=C1)P(C2=CC=CC=C2)C3=CC=CC=C3 (PPh3), N(=NC(=O)OCC)C(=O)OCC (diethyl azodicarboxylate), ClC1=CC=C(CNC(=S)C=2C=NC3=CC=C(C=C3C2O)CN2CCOCC2)C=C1 (N-(4-chlorobenzyl)-4-hydroxy-6-(4-morpholinylmethyl)-3-quinolinecarbothioamide), C1(=CC=CC=C1)P(C1=CC=CC=C1)C1=CC=CC=C1 (triphenylphosphine). The reactants are CO (MeOH), [H-].[Na+] (Sodium hydride), NC1=CC=C(C(=O)OC)C=C1 (methyl 4-aminobenzoate), CC(C)=CCC\C(\C)=C\CO (geraniol). Solvent: C1(=CC=CC=C1)C (PhMe). Product: NC1=CC=C(C(=O)OCC=C(CCC=C(C)C)C)C=C1 ((3,7 dimethyl oct-2,6-dienyl) 4-aminobenzoate). The yield is 12.2%. RXN SMILES: [H-].[Na+].[NH2:3][C:4]1[CH:13]=[CH:12][C:7]([C:8]([O:10][CH3:11])=[O:9])=[CH:6][CH:5]=1.[CH3:14][C:15](=[CH:17][CH2:18][CH2:19]/[C:20](=[CH:22]/CO)/[CH3:21])[CH3:16].CO>C1(C)C=CC=CC=1>[NH2:3][C:4]1[CH:5]=[CH:6][C:7]([C:8]([O:10][CH2:11][CH:14]=[C:15]([CH3:16])[CH2:17][CH2:18][CH:19]=[C:20]([CH3:22])[CH3:21])=[O:9])=[CH:12][CH:13]=1 |f:0.1|. Procedure details: Sodium hydride (600 mg, cat. 60% disp in oil) was added to a suspension of methyl 4-aminobenzoate (50 g, 330 mmol), geraniol (51 g, 330 mmol) in PhMe (100 mL). The suspension was heated under reflux for 8 hours with the azeotropic removal of MeOH. The mixture was cooled and filtered through a plug of silica (400 mL) with cyclohexane:isopropanol (95:5) as eluant to give the crude ester (X) as a pale yellow oil. Recrystallization from methanol gave the ester (11 g, 12%) as needles.